From a dataset of the Open Reaction Database (ORD), a public repository of structured organic reaction records. describe an organic reaction: reactants, conditions, products, and yield The reactants are CCOC(=O)CCC(=O)[O-], CCN(C(C)C)C(C)C, Cc1cc(NC(C)C)c(C)cc1I, CCOC(C)=O, [Cl-], C1CCOC1. Product: CCOC(=O)CCC(=O)N(c1cc(C)c(I)cc1C)C(C)C. RXN SMILES: [C:24]([CH2:25][CH2:26][C:27](=[O:28])[O-:29])(=[O:30])[O:31][CH2:32][CH3:33].[CH2:14]([N:15]([CH:16]([CH3:17])[CH3:18])[CH:19]([CH3:20])[CH3:21])[CH3:22].[CH3:1][c:2]1[c:3]([NH:4][CH:5]([CH3:6])[CH3:7])[cH:8][c:9]([CH3:13])[c:10]([I:12])[cH:11]1.[CH3:39][CH2:40][O:41][C:42](=[O:43])[CH3:44].[Cl-:23].[O:34]1[CH2:35][CH2:36][CH2:37][CH2:38]1>>[CH3:1][c:2]1[c:3]([N:4]([CH:5]([CH3:6])[CH3:7])[C:27]([CH2:26][CH2:25][C:24](=[O:30])[O:31][CH2:32][CH3:33])=[O:28])[cH:8][c:9]([CH3:13])[c:10]([I:12])[cH:11]1. Reactants: C(CCC)[Li] (n-Butyllithium), solution, IC=1N=C(N(C1I)C=1C=C2C=CC(NC2=C(C1)C)=O)C (6-(4,5-di-iodo-2-methylimidazol-1-yl)-8-methyl-2-(1H)-quinolone), [Cl-].[NH4+] (ammonium chloride), C([O-])([O-])=O.[Na+].[Na+] (sodium carbonate). Solvent: CCCCCC (n-hexane), O1CCCC1 (tetrahydrofuran). The product is IC=1N=C(N(C1)C=1C=C2C=CC(NC2=C(C1)C)=O)C (6-(4-Iodo-2-methylimidazol-1-yl)-8-methyl-2-(1H)-quinolone). Isolated yield 23.4%. As a reaction SMILES: C([Li])CCC.[I:6][C:7]1[N:8]=[C:9]([CH3:25])[N:10]([C:13]2[CH:14]=[C:15]3[C:20](=[C:21]([CH3:23])[CH:22]=2)[NH:19][C:18](=[O:24])[CH:17]=[CH:16]3)[C:11]=1I.[Cl-].[NH4+].C(=O)([O-])[O-].[Na+].[Na+]>CCCCCC.O1CCCC1>[I:6][C:7]1[N:8]=[C:9]([CH3:25])[N:10]([C:13]2[CH:14]=[C:15]3[C:20](=[C:21]([CH3:23])[CH:22]=2)[NH:19][C:18](=[O:24])[CH:17]=[CH:16]3)[CH:11]=1 |f:2.3,4.5.6|. Reported procedure: n-Butyllithium (16.42 cm3 of a 1.55M solution in n-hexane) was added dropwise to a stirred solution of 6-(4,5-di-iodo-2-methylimidazol-1-yl)-8-methyl-2-(1H)-quinolone (5.0 g) in tetrahydrofuran (100 cm3) at -30° under nitrogen. After 30 minutes saturated aqueous ammonium chloride solution (20 cm3) was added, and the mixture was warmed to room temperature. The mixture was then basified with saturated sodium carbonate solution to pH 10 (approximately) and extracted with methanol:ethyl acetate (1:1... The reactants are OCc1csc(Cc2ccccc2)n1, c1ccccc1. Yields the product O=Cc1csc(Cc2ccccc2)n1. Reaction SMILES: [CH2:1]([c:2]1[cH:3][cH:4][cH:5][cH:6][cH:7]1)[c:8]1[s:9][cH:10][c:11]([CH2:13][OH:14])[n:12]1.[cH:15]1[cH:16][cH:17][cH:18][cH:19][cH:20]1>>[CH2:1]([c:2]1[cH:3][cH:4][cH:5][cH:6][cH:7]1)[c:8]1[s:9][cH:10][c:11]([CH:13]=[O:14])[n:12]1. Reported procedure: Succinic anhydride (112 mg, 1.12 mmol) and N-hydroxy-4-methylsulfanyl-benzamidine (203 mg, 1.12 mmol) were dissolved in 2.0 mL of DMF and heated at 120° C. overnight. The cooled solution was evaporated and dried to give 3-[3-(4-methylsulfanyl-phenyl)-[1,2,4]oxadiazol-5-yl]-propionic acid which was used without further purification. Solvent: CN(C)C=O (DMF). The reactants are C1(CCC(=O)O1)=O (Succinic anhydride), ONC(C1=CC=C(C=C1)SC)=N (N-hydroxy-4-methylsulfanyl-benzamidine). Run at temperature 120 celsius. Reaction SMILES: [C:1]1(=[O:7])[O:6][C:4](=[O:5])[CH2:3][CH2:2]1.O[NH:9][C:10](=[NH:19])[C:11]1[CH:16]=[CH:15][C:14]([S:17][CH3:18])=[CH:13][CH:12]=1>CN(C=O)C>[CH3:18][S:17][C:14]1[CH:13]=[CH:12][C:11]([C:10]2[N:9]=[C:1]([CH2:2][CH2:3][C:4]([OH:6])=[O:5])[O:7][N:19]=2)=[CH:16][CH:15]=1. Product: CSC1=CC=C(C=C1)C1=NOC(=N1)CCC(=O)O (3-[3-(4-methylsulfanyl-phenyl)-[1,2,4]oxadiazol-5-yl]-propionic acid).